This data is from the Open Reaction Database (ORD), a public repository of structured organic reaction records. The task is: describe an organic reaction: reactants, conditions, products, and yield Starting materials: CCN(C(C)C)C(C)C, ClCCl, O=C(Cl)c1ccc(-n2ccc(C(F)(F)F)n2)cc1, c1ccc2c(c1)Cn1cccc1CN2. The product is O=C(c1ccc(-n2ccc(C(F)(F)F)n2)cc1)N1Cc2cccn2Cc2ccccc21. RXN SMILES: [CH:15]([N:16]([CH:17]([CH3:18])[CH3:19])[CH2:20][CH3:21])([CH3:22])[CH3:23].[Cl:42][CH2:43][Cl:44].[F:24][C:25]([c:26]1[n:27][n:28](-[c:31]2[cH:32][cH:33][c:34]([C:35](=[O:36])[Cl:37])[cH:38][cH:39]2)[cH:29][cH:30]1)([F:40])[F:41].[cH:1]1[cH:2][cH:3][n:4]2[c:5]1[CH2:6][NH:7][c:8]1[c:9]([cH:11][cH:12][cH:13][cH:14]1)[CH2:10]2>>[cH:1]1[cH:2][cH:3][n:4]2[c:5]1[CH2:6][N:7]([C:35]([c:34]1[cH:33][cH:32][c:31](-[n:28]3[n:27][c:26]([C:25]([F:24])([F:40])[F:41])[cH:30][cH:29]3)[cH:39][cH:38]1)=[O:36])[c:8]1[c:9]([cH:11][cH:12][cH:13][cH:14]1)[CH2:10]2.